This data is from the Open Reaction Database (ORD), a public repository of structured organic reaction records. The task is: describe an organic reaction: reactants, conditions, products, and yield The reactants are FC1=CC=C(C=C1)C=1C=CC2=C(C=C(CCS2(=O)=O)C(=O)OC)C1 (methyl 7-(4-fluorophenyl)-1,1-dioxo-2,3-dihydro-1-benzothiepine-4-carboxylate), Cl (hydrochloric acid). Solvent: COCCOC (1,2-dimethoxyethane). The product is FC1=CC=C(C=C1)C=1C=CC2=C(C=C(CCS2(=O)=O)C(=O)O)C1 (7-(4-fluorophenyl)-1,1-dioxo-2,3-dihydro-1-benzothiepine-4-carboxylic acid). The yield is 93.0%. As a reaction SMILES: [F:1][C:2]1[CH:7]=[CH:6][C:5]([C:8]2[CH:9]=[CH:10][C:11]3[S:17](=[O:19])(=[O:18])[CH2:16][CH2:15][C:14]([C:20]([O:22]C)=[O:21])=[CH:13][C:12]=3[CH:24]=2)=[CH:4][CH:3]=1.Cl>COCCOC>[F:1][C:2]1[CH:3]=[CH:4][C:5]([C:8]2[CH:9]=[CH:10][C:11]3[S:17](=[O:19])(=[O:18])[CH2:16][CH2:15][C:14]([C:20]([OH:22])=[O:21])=[CH:13][C:12]=3[CH:24]=2)=[CH:6][CH:7]=1. Procedure details: To a solution of methyl 7-(4-fluorophenyl)-1,1-dioxo-2,3-dihydro-1-benzothiepine-4-carboxylate (0.55 g) in 1,2-dimethoxyethane (20 ml) was added 6N hydrochloric acid (10 ml), and the mixture was refluxed for 29 hours, cooled to room temperature, extracted with ethyl acetate, saturated brine, dried with magnesium sulfate and concentrated under reduced pressure to give crystals, which were collected by filtration. The crystals were washed with diisopropylether and hexane to give pale yellow crysta...